From a dataset of the Open Reaction Database (ORD), a public repository of structured organic reaction records. describe an organic reaction: reactants, conditions, products, and yield RXN SMILES: C1(C)C=CC(C2N=CNN=2)=CC=1.IC1C=CC(OC)=CC=1.B(Br)(Br)Br.[CH3:26][O:27][C:28]1[CH:33]=[CH:32][C:31]([N:34]2[CH:38]=[N:37][C:36]([C:39]3[CH:44]=[CH:43][C:42]([CH3:45])=[CH:41][CH:40]=3)=[N:35]2)=[CH:30][CH:29]=1>C(Cl)Cl>[CH3:26][O:27][C:28]1[CH:29]=[CH:30][C:31]([N:34]2[CH:38]=[N:37][C:36]([C:39]3[CH:44]=[CH:43][C:42]([CH3:45])=[CH:41][CH:40]=3)=[N:35]2)=[CH:32][CH:33]=1.[C:42]1([CH3:45])[CH:41]=[CH:40][C:39]([C:36]2[N:37]=[CH:38][N:34]([C:31]3[CH:32]=[CH:33][C:28]([OH:27])=[CH:29][CH:30]=3)[N:35]=2)=[CH:44][CH:43]=1. Product: COC1=CC=C(C=C1)N1N=C(N=C1)C1=CC=C(C=C1)C (1-(4-Methoxyphenyl)-3-p-tolyl-1H-[1,2,4]triazole), C1(=CC=C(C=C1)C1=NN(C=N1)C1=CC=C(C=C1)O)C (4-(3-p-tolyl-[1,2,4]triazol-1-yl)-phenol). Solvent: C(Cl)Cl (CH2Cl2). Isolated yield 136.3%. Procedure: 1-(4-Methoxyphenyl)-3-p-tolyl-1H-[1,2,4]triazole was prepared by coupling 3-p-tolyl-1H-[1,2,4]triazole with 4-iodoanisole under conditions described in Step 1 of the previous example. This material was then demethylated using conditions described in Hitchcock et al. Synlett 2006, 2625. Boron tribromide (1M solution in hexanes; 1.67 mL, 1.67 mmol) was added dropwise to a solution of 1-(4-methoxyphenyl)-3-p-tolyl-1H-[1,2,4]triazole (300 mg, 1.28 mmol) in CH2Cl2 (10 mL) at 0° C. under N2. After add... Starting materials: B(Br)(Br)Br (Boron tribromide), COC1=CC=C(C=C1)N1N=C(N=C1)C1=CC=C(C=C1)C (1-(4-methoxyphenyl)-3-p-tolyl-1H-[1,2,4]triazole), C1(=CC=C(C=C1)C1=NNC=N1)C (3-p-tolyl-1H-[1,2,4]triazole), IC1=CC=C(C=C1)OC (4-iodoanisole).